This data is from the Open Reaction Database (ORD), a public repository of structured organic reaction records. The task is: describe an organic reaction: reactants, conditions, products, and yield Reactants: CC1=C(C=C(C=C1)C=1C=NC=NC1)[N+](=O)[O-] (5-(4-methyl-3-nitrophenyl)-pyrimidine). The reagents and catalysts are [Pd] (palladium on carbon). Solvent: O1CCCC1 (tetrahydrofuran), CO (methanol). Yields the product NC=1C=C(C=CC1C)C=1C=NC=NC1 (5-(3-amino4-methylphenyl)pyrimidine). The yield is 184.6%. As a reaction SMILES: [CH3:1][C:2]1[CH:7]=[CH:6][C:5]([C:8]2[CH:9]=[N:10][CH:11]=[N:12][CH:13]=2)=[CH:4][C:3]=1[N+:14]([O-])=O>O1CCCC1.CO.[Pd]>[NH2:14][C:3]1[CH:4]=[C:5]([C:8]2[CH:13]=[N:12][CH:11]=[N:10][CH:9]=2)[CH:6]=[CH:7][C:2]=1[CH3:1]. Procedure: A suspension of 5-(4-methyl-3-nitrophenyl)-pyrimidine (258 mg) in tetrahydrofuran (5ml) and methanol (5 ml) was hydrogenated over palladium on carbon (10% w/w, 50% wet, 130 mg) under hydrogen atmosphere for 4 hours. The catalyst was filtered off and the filtrate was evaporated to give 5-(3-amino4-methylphenyl)pyrimidine(410 mg, 96.5%). The reactants are O=C1CCC(=O)N1Br, COc1ccc(Oc2c(C)cc([N+](=O)[O-])cc2C)cc1, ClC(Cl)Cl, O=C(O)C(F)(F)F. The product is COc1ccc(Oc2c(C)cc([N+](=O)[O-])cc2C)cc1Br. As a reaction SMILES: [Br:21][N:22]1[C:23](=[O:24])[CH2:25][CH2:26][C:27]1=[O:28].[CH3:1][c:2]1[cH:3][c:4]([N+:18](=[O:19])[O-:20])[cH:5][c:6]([CH3:17])[c:7]1[O:8][c:9]1[cH:10][cH:11][c:12]([O:15][CH3:16])[cH:13][cH:14]1.[CH:36]([Cl:37])([Cl:38])[Cl:39].[OH:29][C:30]([C:31]([F:32])([F:33])[F:34])=[O:35]>>[CH3:1][c:2]1[cH:3][c:4]([N+:18](=[O:19])[O-:20])[cH:5][c:6]([CH3:17])[c:7]1[O:8][c:9]1[cH:10][cH:11][c:12]([O:15][CH3:16])[c:13]([Br:21])[cH:14]1. Starting materials: NC=1C=C2C(CCOC2=CC1)O (6-Amino-chroman-4-ol), FC(C1=CC=C(C=N1)CC#N)(F)F ((6-Trifluoromethyl-pyridin-3-yl)-acetonitrile), C(C)(=O)OC([C@@H](O)C1=CC=CC=C1)=O ((S)-(+)-O-acetyl-L-mandelic acid). The product is O[C@H](C(=O)N(CCC=1C=NC(=CC1)C(F)(F)F)C=1C=C2[C@@H](CCOC2=CC1)O)C1=CC=CC=C1 ((S)-2-Hydroxy-N—((R)-4-hydroxy-chroman-6-yl)-2-phenyl-N-[2-(6-trifluoromethyl-pyridin-3-yl)-ethyl]-acetamide). As a reaction SMILES: [NH2:1][C:2]1[CH:3]=[C:4]2[C:9](=[CH:10][CH:11]=1)[O:8][CH2:7][CH2:6][CH:5]2[OH:12].[F:13][C:14]([F:25])([F:24])[C:15]1[N:20]=[CH:19][C:18]([CH2:21][C:22]#N)=[CH:17][CH:16]=1.C([O:29][C:30](=O)[C@H:31]([C:33]1[CH:38]=[CH:37][CH:36]=[CH:35][CH:34]=1)[OH:32])(=O)C>>[OH:32][C@@H:31]([C:33]1[CH:38]=[CH:37][CH:36]=[CH:35][CH:34]=1)[C:30]([N:1]([C:2]1[CH:3]=[C:4]2[C:9](=[CH:10][CH:11]=1)[O:8][CH2:7][CH2:6][C@H:5]2[OH:12])[CH2:22][CH2:21][C:18]1[CH:19]=[N:20][C:15]([C:14]([F:25])([F:24])[F:13])=[CH:16][CH:17]=1)=[O:29]. Procedure details: In analogy to example 55, 6-Amino-chroman-4-ol (WO 2003063794), (6-Trifluoromethyl-pyridin-3-yl)-acetonitrile & (S)-(+)-O-acetyl-L-mandelic acid were successively coupled then hydrolysed to give after silica gel chromatography the target compound. MS(m/e): 473.1 [M+H]+.